Dataset: the Open Reaction Database (ORD), a public repository of structured organic reaction records. Task: describe an organic reaction: reactants, conditions, products, and yield The reactants are COC=1C=C(C=C(C1OC)[N+](=O)[O-])C1=CN=CN1C1=[N+](C=C(C=C1)C(F)(F)F)[O-] (2-(5-(3,4-Dimethoxy-5-nitrophenyl)-1H-imidazol-1-yl)-5-(trifluoromethyl)pyridine 1-oxide). Run in Br (hydrogen bromide). Product: OC=1C=C(C=C(C1O)[N+](=O)[O-])C1=CN=CN1C1=[N+](C=C(C=C1)C(F)(F)F)[O-] (2-(5-(3,4-dihydroxy-5-nitrophenyl)-1H-imidazol-1-yl)-5-(trifluoromethyl)pyridine 1-oxide). As a reaction SMILES: C[O:2][C:3]1[CH:4]=[C:5]([C:14]2[N:18]([C:19]3[CH:24]=[CH:23][C:22]([C:25]([F:28])([F:27])[F:26])=[CH:21][N+:20]=3[O-:29])[CH:17]=[N:16][CH:15]=2)[CH:6]=[C:7]([N+:11]([O-:13])=[O:12])[C:8]=1[O:9]C>Br>[OH:2][C:3]1[CH:4]=[C:5]([C:14]2[N:18]([C:19]3[CH:24]=[CH:23][C:22]([C:25]([F:27])([F:28])[F:26])=[CH:21][N+:20]=3[O-:29])[CH:17]=[N:16][CH:15]=2)[CH:6]=[C:7]([N+:11]([O-:13])=[O:12])[C:8]=1[OH:9]. Reported procedure: 2-(5-(3,4-Dimethoxy-5-nitrophenyl)-1H-imidazol-1-yl)-5-(trifluoromethyl)pyridine 1-oxide (0.41 g, 1 mmol) was heated at 140° C. in 48% aqueous hydrogen bromide (6 mL) for 2.5 hours. The dark homogeneous solution was cooled to room temperature and volatiles were removed by evaporation to leave a pale brown crystalline solid that was dried over P2O5 under vacuum. Trituration of the resulting solid with diethyl ether gave 2-(5-(3,4-dihydroxy-5-nitrophenyl)-1H-imidazol-1-yl)-5-(trifluoromethyl)pyrid... Reactants: FC1=C(C=C(C=C1)C(=O)O)N1C(C(=C(C1=O)C)C)=O (N-(2-fluoro-5-carboxyphenyl)-2,3-dimethylmaleic acid imide), [N+](=O)(O)[O-] (nitric acid). The solvent is S(O)(O)(=O)=O (sulphuric acid). Conditions: time 8 hour. Product: FC1=C(C=C(C(=C1)[N+](=O)[O-])C(=O)O)N1C(C(=C(C1=O)C)C)=O (N-(2-fluoro-4-nitro-5-carboxyphenyl)-2,3-dimethylmaleic acid imide). As a reaction SMILES: [F:1][C:2]1[CH:7]=[CH:6][C:5]([C:8]([OH:10])=[O:9])=[CH:4][C:3]=1[N:11]1[C:15](=[O:16])[C:14]([CH3:17])=[C:13]([CH3:18])[C:12]1=[O:19].[N+:20]([O-])([OH:22])=[O:21]>S(=O)(=O)(O)O>[F:1][C:2]1[CH:7]=[C:6]([N+:20]([O-:22])=[O:21])[C:5]([C:8]([OH:10])=[O:9])=[CH:4][C:3]=1[N:11]1[C:15](=[O:16])[C:14]([CH3:17])=[C:13]([CH3:18])[C:12]1=[O:19]. Procedure details: 26.3 g of N-(2-fluoro-5-carboxyphenyl)-2,3-dimethylmaleic acid imide are introduced in portions, at 5°, into 230 ml of 96% sulphuric acid. There is then added dropwise to this mixture, while stirring vigorously at the same temperature, 5 ml of 100% nitric acid. The whole is further stirred overnight at room temperature and then poured into ice. The product which precipitates is filtered with suction, washed with water, dried and recrystallised from acetonitrile. 28 g of N-(2-fluoro-5-carboxy-4-n... Reactants: CC1=C(C(=O)NCCCCCC(=O)O)C=CC=C1C1=CC=CC=C1 (6-(2-methyl-3-phenyl-benzamido)hexanoic acid), BrC=1C(=C(C(=O)NCCCCCC(=O)O)C=CC1)C (6-(3-bromo-2-methylbenzamido)hexanoic acid), Cl.NO (hydroxylamine hydrochloride). Product: ONC(=O)CCCCCNC(C1=C(C(=CC=C1)C1=CC=CC=C1)C)=O (N-(5-(hydroxycarbamoyl)pentyl)-2-methyl-3-phenyl benzamide). Yield: 20.3%. As a reaction SMILES: [CH3:1][C:2]1[C:18]([C:19]2[CH:24]=[CH:23][CH:22]=[CH:21][CH:20]=2)=[CH:17][CH:16]=[CH:15][C:3]=1[C:4]([NH:6][CH2:7][CH2:8][CH2:9][CH2:10][CH2:11][C:12](O)=[O:13])=[O:5].BrC1C(C)=C(C=CC=1)C(NCCCCCC(O)=O)=O.Cl.[NH2:45][OH:46]>>[OH:46][NH:45][C:12]([CH2:11][CH2:10][CH2:9][CH2:8][CH2:7][NH:6][C:4](=[O:5])[C:3]1[CH:15]=[CH:16][CH:17]=[C:18]([C:19]2[CH:24]=[CH:23][CH:22]=[CH:21][CH:20]=2)[C:2]=1[CH3:1])=[O:13] |f:2.3|. Procedure details: The procedure of the step 3 in Example 80 was repeated except that 6-(2-methyl-3-phenyl-benzamido)hexanoic acid (38 mg, 0.116 mmol)) instead of 6-(3-bromo-2-methylbenzamido)hexanoic acid and hydroxylamine hydrochloride (16 mg, 0.23 mmol) instead of 1,2-phenylenediamine were used and purified by a preparative HPLC (C18, 20% H2O/CH3CN, 20 ml/min) to obtain the title compound (8 mg, 20%). The reactants are CC(=O)O, COC(=O)C(C)(C)c1cccc(C(F)(F)F)c1, O, O=S(=O)(O)O. The product is CC(C)(C(=O)O)c1cccc(C(F)(F)F)c1. RXN SMILES: [CH3:18][C:19](=[O:20])[OH:21].[CH3:1][O:2][C:3]([C:4]([CH3:5])([CH3:6])[c:7]1[cH:8][c:9]([C:13]([F:14])([F:15])[F:16])[cH:10][cH:11][cH:12]1)=[O:17].[OH2:27].[S:22](=[O:23])(=[O:24])([OH:25])[OH:26]>>[O:2]=[C:3]([C:4]([CH3:5])([CH3:6])[c:7]1[cH:8][c:9]([C:13]([F:14])([F:15])[F:16])[cH:10][cH:11][cH:12]1)[OH:17]. Starting materials: O=C(O)c1cc2c(OCC3CC3)cccc2[nH]1, Cl, Cl, Cl, NC1CCN(CCN2CCCCCC2)CC1. Product: O=C(NC1CCN(CCN2CCCCCC2)CC1)c1cc2c(OCC3CC3)cccc2[nH]1. RXN SMILES: [CH:1]1([CH2:4][O:5][c:6]2[c:7]3[cH:8][c:9]([C:15](=[O:16])[OH:17])[nH:10][c:11]3[cH:12][cH:13][cH:14]2)[CH2:2][CH2:3]1.[ClH:18].[ClH:19].[ClH:20].[N:21]1([CH2:28][CH2:29][N:30]2[CH2:31][CH2:32][CH:33]([NH2:36])[CH2:34][CH2:35]2)[CH2:22][CH2:23][CH2:24][CH2:25][CH2:26][CH2:27]1>>[CH:1]1([CH2:4][O:5][c:6]2[c:7]3[cH:8][c:9]([C:15](=[O:17])[NH:36][CH:33]4[CH2:32][CH2:31][N:30]([CH2:29][CH2:28][N:21]5[CH2:22][CH2:23][CH2:24][CH2:25][CH2:26][CH2:27]5)[CH2:35][CH2:34]4)[nH:10][c:11]3[cH:12][cH:13][cH:14]2)[CH2:2][CH2:3]1. Starting materials: ClC=1C=C(C=C(C1C=O)Cl)C1=CC=C(C=C1)O (3,5-dichloro-4′-hydroxy-1,1′-biphenyl-4-carbaldehyde), Cl.NO (hydroxylamine hydrochloride). Yields the product ClC=1C=C(C=C(C1C=NO)Cl)C1=CC=C(C=C1)O (3,5-Dichloro-4′-hydroxy-1,1′-biphenyl-4-carbaldehyde oxime), white solid. Yield: 89.0%. RXN SMILES: [Cl:1][C:2]1[CH:3]=[C:4]([C:11]2[CH:16]=[CH:15][C:14]([OH:17])=[CH:13][CH:12]=2)[CH:5]=[C:6]([Cl:10])[C:7]=1[CH:8]=O.Cl.[NH2:19][OH:20]>>[Cl:1][C:2]1[CH:3]=[C:4]([C:11]2[CH:16]=[CH:15][C:14]([OH:17])=[CH:13][CH:12]=2)[CH:5]=[C:6]([Cl:10])[C:7]=1[CH:8]=[N:19][OH:20] |f:1.2|. Procedure: The title compound was prepared by reacting 3,5-dichloro-4′-hydroxy-1,1′-biphenyl-4-carbaldehyde (170 mg, 0.637 mmol) with hydroxylamine hydrochloride (89 mg, 1.27 mmol) according to Method F to yield 160 mg (89%) of a white solid: mp 183-186° C.; 1H NMR (DMSO-d6): δ 6.86 (2H, d, J=8.79 Hz), 7.63 (2H, d, J=8.79 Hz), 7.76 (2H, s), 8.25 (1H, s), 9.81 (1H, s), 11.78 (1H, s); MS (ESI) m/z 280/282/284 (M−H)−, 282/284/286 (M+H)+. Reactants: CNC (dimethylamine), C(C1=CC=CC=C1)(=O)NC1=CC=CC=C1 (benzanilide), S(=O)(Cl)Cl (thionylchloride). Run in C(Cl)Cl (methylene chloride), C(Cl)Cl (methylene chloride). Reaction conditions: time 1 hour. The product is CN(C(C1=CC=CC=C1)=NC1=CC=CC=C1)C (N,N-dimethyl-N'-phenylbenzamidine). Isolated yield 83.0%. Reaction SMILES: [C:1]([NH:9][C:10]1[CH:15]=[CH:14][CH:13]=[CH:12][CH:11]=1)(=O)[C:2]1[CH:7]=[CH:6][CH:5]=[CH:4][CH:3]=1.S(Cl)(Cl)=O.[CH3:20][NH:21][CH3:22]>C(Cl)Cl>[CH3:20][N:21]([CH3:22])[C:1](=[N:9][C:10]1[CH:15]=[CH:14][CH:13]=[CH:12][CH:11]=1)[C:2]1[CH:7]=[CH:6][CH:5]=[CH:4][CH:3]=1. Reported procedure: Into a slurry of 19.7 g of benzanilide (m.p. 162°-164° C.) in 200 ml of methylene chloride was added a solution of 12.0 g of thionylchloride in 50 ml of methylene chloride. After the addition was completed and the reaction mixture was stirred for one hour at room temperature, gaseous dimethylamine was introduced until the solution became saturated. Workup by filtration, waterwash, removal of the solvent and distillation afforded N,N-dimethyl-N'-phenylbenzamidine in 18.6 g or 83% yield. Reactants: NC1=CC(=C(C=C1)C1=C(C=CC(=C1)C(C)C)Cl)CN1C(O[C@@H]([C@@H]1C)C1=CC(=CC(=C1)C(F)(F)F)C(F)(F)F)=O ((4S,5R)-3-[(4-amino-2′-chloro-5′-isopropylbiphenyl-2-yl)methyl]-5-[3,5-bis(trifluoromethyl)phenyl]-4-methyl-1,3-oxazolidin-2-one), N(=O)OC(C)(C)C (t-butyl nitrite), C(Br)(Br)Br (bromoform). The solvent is ClCCl (dichloromethane). Run at temperature 50 celsius, time 1 hour. Product: FC(C=1C=C(C=C(C1)C(F)(F)F)[C@@H]1[C@@H](N(C(O1)=O)CC1=C(C=CC(=C1)Br)C1=C(C=CC(=C1)C(C)C)Cl)C)(F)F ((4S,5R)-5-[3,5-bis(trifluoromethyl)phenyl]-3-[(4-bromo-2′-chloro-5′-isopropylbiphenyl-2-yl)methyl]-4-methyl-1,3-oxazolidin-2-one). Reaction SMILES: N[C:2]1[CH:7]=[CH:6][C:5]([C:8]2[CH:13]=[C:12]([CH:14]([CH3:16])[CH3:15])[CH:11]=[CH:10][C:9]=2[Cl:17])=[C:4]([CH2:18][N:19]2[C@@H:23]([CH3:24])[C@@H:22]([C:25]3[CH:30]=[C:29]([C:31]([F:34])([F:33])[F:32])[CH:28]=[C:27]([C:35]([F:38])([F:37])[F:36])[CH:26]=3)[O:21][C:20]2=[O:39])[CH:3]=1.N(OC(C)(C)C)=O.C(Br)(Br)[Br:48]>ClCCl>[F:37][C:35]([F:36])([F:38])[C:27]1[CH:26]=[C:25]([C@H:22]2[O:21][C:20](=[O:39])[N:19]([CH2:18][C:4]3[CH:3]=[C:2]([Br:48])[CH:7]=[CH:6][C:5]=3[C:8]3[CH:13]=[C:12]([CH:14]([CH3:16])[CH3:15])[CH:11]=[CH:10][C:9]=3[Cl:17])[C@H:23]2[CH3:24])[CH:30]=[C:29]([C:31]([F:34])([F:33])[F:32])[CH:28]=1. Reported procedure: To a solution of (4S,5R)-3-[(4-amino-2′-chloro-5′-isopropylbiphenyl-2-yl)methyl]-5-[3,5-bis(trifluoromethyl)phenyl]-4-methyl-1,3-oxazolidin-2-one (100 mg, 0.175 mmol) in bromoform (0.5 mL) and dichloromethane (1 mL) was added t-butyl nitrite (23 μL, d=0.867, 90% pure, 0.193 mmol). The resulting mixture was stirred at 50° C. for 1 h. An aliquot indicated completion of the reaction. The reaction crude was deposited on 2 prep-TLC plates eluted by dichloromethane to afford the title compound. LC-MS:... Starting materials: CCOC(=O)C(C(C)=O)(C(=O)OCC)c1ccccc1, CCOC(=O)CC#N, CC(=O)[O-], CCOC(C)=O, CC(=O)O, [NH4+], c1ccccc1. Product: CCOC(=O)C(C#N)=C(C)C(C(=O)OCC)(C(=O)OCC)c1ccccc1. As a reaction SMILES: [C:1]([CH3:2])(=[O:3])[C:4]([C:5](=[O:6])[O:7][CH2:8][CH3:9])([C:10](=[O:11])[O:12][CH2:13][CH3:14])[c:15]1[cH:16][cH:17][cH:18][cH:19][cH:20]1.[C:21](#[N:22])[CH2:23][C:24](=[O:25])[O:26][CH2:27][CH3:28].[CH3:30][C:31](=[O:32])[O-:33].[CH3:34][CH2:35][O:36][C:37](=[O:38])[CH3:39].[CH3:40][C:41](=[O:42])[OH:43].[NH4+:29].[cH:44]1[cH:45][cH:46][cH:47][cH:48][cH:49]1>>[C:1]([CH3:2])([C:4]([C:5](=[O:6])[O:7][CH2:8][CH3:9])([C:10](=[O:11])[O:12][CH2:13][CH3:14])[c:15]1[cH:16][cH:17][cH:18][cH:19][cH:20]1)=[C:23]([C:21]#[N:22])[C:24](=[O:25])[O:26][CH2:27][CH3:28].